describe an organic reaction: reactants, conditions, products, and yield From a dataset of the Open Reaction Database (ORD), a public repository of structured organic reaction records. The reactants are [N+](=O)([O-])C(C(CCOCCCCC(=O)O)C=C1C(NC(N1)=O)=O)C (5-[[4-nitro-3-[(2,4-dioxoimidazolidin-5-ylidene)methyl]pentyl]oxy]pentanoic acid), O=C1NC(C(N1)=O)=CC=1C=C(OCCCCC(=O)OCC)C=CC1[N+](=O)[O-] (ethyl 5-[3-[(2,4-dioxoimidazolidin-5-ylidene)methyl]-4-nitrophenoxy]pentanoate). Yields the product O=C1NC=2C(=NC=3C=CC(=CC3C2)OCCCCC(=O)O)N1 (5-[(2,3-Dihydro-2-oxo-1H-imidazo[4,5-b]quinolin-7-yl)oxy]pentanoic Acid). As a reaction SMILES: [N+](C(C)C(C=C1NC(=O)NC1=O)CCOCCCCC(O)=O)([O-])=O.[O:25]=[C:26]1[NH:30][C:29](=O)[C:28](=[CH:32][C:33]2[CH:34]=[C:35]([CH:46]=[CH:47][C:48]=2[N+:49]([O-])=O)[O:36][CH2:37][CH2:38][CH2:39][CH2:40][C:41]([O:43]CC)=[O:42])[NH:27]1>>[O:25]=[C:26]1[NH:30][C:29]2=[N:49][C:48]3[CH:47]=[CH:46][C:35]([O:36][CH2:37][CH2:38][CH2:39][CH2:40][C:41]([OH:43])=[O:42])=[CH:34][C:33]=3[CH:32]=[C:28]2[NH:27]1. Procedure: This compound was prepared from 5-[[4-nitro-3-[(2,4-dioxoimidazolidin-5-ylidene)methyl]pentyl]oxy]pentanoic acid or ethyl 5-[3-[(2,4-dioxoimidazolidin-5-ylidene)methyl]-4-nitrophenoxy]pentanoate analogous to Example 4, m.p. 317°-318° C. Reactants: O[C@H]1[C@@H]([C@]2(C)[C@@H](C1)[C@@H]1CC[C@H]3CC(CC[C@]3(C)[C@H]1CC2)=O)NC (16α-hydroxy-17β-methylamino-5α-androstan-3-one), C(\C=C/C(=O)[O-])(=O)[O-] (maleate). The product is C(\C=C/C(=O)O)(=O)O.O[C@H]1[C@@H]([C@]2(C)[C@@H](C1)[C@@H]1CC[C@H]3CC(CC[C@]3(C)[C@H]1CC2)=O)NC (16α-hydroxy-17β-methylamino-5α-androstan-3-one maleate). Reaction SMILES: [OH:1][C@@H:2]1[CH2:7][C@H:6]2[C@H:8]3[C@H:18]([CH2:19][CH2:20][C@:4]2([CH3:5])[C@H:3]1[NH:22][CH3:23])[C@:16]1([CH3:17])[C@H:11]([CH2:12][C:13](=[O:21])[CH2:14][CH2:15]1)[CH2:10][CH2:9]3.[C:24]([O-:31])(=[O:30])/[CH:25]=[CH:26]\[C:27]([O-:29])=[O:28]>>[C:24]([OH:31])(=[O:30])/[CH:25]=[CH:26]\[C:27]([OH:29])=[O:28].[OH:1][C@@H:2]1[CH2:7][C@H:6]2[C@H:8]3[C@H:18]([CH2:19][CH2:20][C@:4]2([CH3:5])[C@H:3]1[NH:22][CH3:23])[C@:16]1([CH3:17])[C@H:11]([CH2:12][C:13](=[O:21])[CH2:14][CH2:15]1)[CH2:10][CH2:9]3 |f:2.3|. Procedure: A sample of 16α-hydroxy-17β-methylamino-5α-androstan-3-one was converted to the maleate, which was crystallised from methylene dichloride-acetone to give pure 16α-hydroxy-17β-methylamino-5α-androstan-3-one maleate as prisms, m.p. 204°-207° C., [α]DDMSO +8° (C 1.0). Reactants: ClC(Cl)Cl, O=S(Cl)Cl, OCCCCCCc1cccnc1. Product: ClCCCCCCc1cccnc1. RXN SMILES: [CH:18]([Cl:19])([Cl:20])[Cl:21].[S:14]([Cl:15])([Cl:16])=[O:17].[n:1]1[cH:2][c:3]([CH2:7][CH2:8][CH2:9][CH2:10][CH2:11][CH2:12][OH:13])[cH:4][cH:5][cH:6]1>>[n:1]1[cH:2][c:3]([CH2:7][CH2:8][CH2:9][CH2:10][CH2:11][CH2:12][Cl:16])[cH:4][cH:5][cH:6]1. Reactants: ClC1=CC(=C(C(=O)OC)C=C1)NC(=O)C=1SC=CC1Cl (Methyl 4-chloro-2-(3-chlorothiophene-2-carboxamido)benzoate), [OH-].[Na+] (NaOH). The solvent is CC(=O)N(C)C (dimethylacetamide). Reaction conditions: time 8 hour. The product is ClC1=CC(=C(C(=O)O)C=C1)NC(=O)C=1SC=CC1Cl (4-Chloro-2-{[(3-chloro-2-thienyl)carbonyl]amino}benzoic acid). Isolated yield 80.8%. As a reaction SMILES: [Cl:1][C:2]1[CH:11]=[CH:10][C:5]([C:6]([O:8]C)=[O:7])=[C:4]([NH:12][C:13]([C:15]2[S:16][CH:17]=[CH:18][C:19]=2[Cl:20])=[O:14])[CH:3]=1.[OH-].[Na+]>CC(N(C)C)=O>[Cl:1][C:2]1[CH:11]=[CH:10][C:5]([C:6]([OH:8])=[O:7])=[C:4]([NH:12][C:13]([C:15]2[S:16][CH:17]=[CH:18][C:19]=2[Cl:20])=[O:14])[CH:3]=1 |f:1.2|. Reported procedure: Methyl 4-chloro-2-(3-chlorothiophene-2-carboxamido)benzoate (90 mg, 0.27 mmol) was dissolved in 4 mL of dimethylacetamide. 1 M NaOH (1 mL) was added and the reaction was stirred at room temperature overnight. The product was precipitated by the addition of 1 M HCl to the reaction mixture. The product was filtered and dried under vacuum to give 69 mg of white solid. 1H NMR (400 MHz, d6-DMSO): 12.08 (s, 1H), 8.68 (d, 1H), 8.05 (d, 1H), 8.03 (d, 1H), 7.32 (dd, 1H), 7.28 (d, 1H); MS (EI) for C12H7Cl... Starting materials: hydrazide, solution, Cl (hydrochloric acid), C(C1=CC=CC=C1)OC(=O)N[C@@H](CC1=CC=CC2=CC=CC=C12)C(=O)N[C@@H](CC1=CNC=N1)C(=O)NN (N-benzyloxycarbonyl-3-(1-naphthyl)-L-alanyl-L-histidine hydrazide), CN(C=O)C (dimethylformamide), N(=O)OCCC(C)C (isopentyl nitrite). Solvent: O1CCOCC1 (dioxane). Run at temperature -20 celsius. Product: CN1CCOCC1 (N-methylmorpholine), C(C1=CC=CC=C1)OC(=O)N[C@@H](CC1=CC=CC2=CC=CC=C12)C(=O)N[C@@H](CC1=CNC=N1)C(=O)N=[N+]=[N-] (N-benzyloxycarbonyl-3-(1-naphthyl)-L-alanyl-L-histidine azide). As a reaction SMILES: [CH2:1]([O:8][C:9]([NH:11][C@H:12]([C:24]([NH:26][C@H:27]([C:34]([NH:36][NH2:37])=[O:35])[CH2:28][C:29]1[N:33]=[CH:32][NH:31][CH:30]=1)=[O:25])[CH2:13][C:14]1[C:23]2[C:18](=[CH:19][CH:20]=[CH:21][CH:22]=2)[CH:17]=[CH:16][CH:15]=1)=[O:10])[C:2]1[CH:7]=[CH:6][CH:5]=[CH:4][CH:3]=1.[CH3:38][N:39](C)C=O.Cl.N(OCCC(C)C)=O>O1CCOCC1>[CH3:38][N:26]1[CH2:24][CH2:12][O:35][CH2:34][CH2:27]1.[CH2:1]([O:8][C:9]([NH:11][C@H:12]([C:24]([NH:26][C@H:27]([C:34]([N:36]=[N+:37]=[N-:39])=[O:35])[CH2:28][C:29]1[N:33]=[CH:32][NH:31][CH:30]=1)=[O:25])[CH2:13][C:14]1[C:23]2[C:18](=[CH:19][CH:20]=[CH:21][CH:22]=2)[CH:17]=[CH:16][CH:15]=1)=[O:10])[C:2]1[CH:3]=[CH:4][CH:5]=[CH:6][CH:7]=1. Procedure: To a solution of 250 mg. (0.5 mmole) of N-benzyloxycarbonyl-3-(1-naphthyl)-L-alanyl-L-histidine hydrazide in 8 ml. of dimethylformamide was added 0.42 ml. of a 4N solution of hydrochloric acid in dioxane, and the mixture was cooled to -60° C. 0.1 ml. of isopentyl nitrite was then added and the reaction temperature was raised to -20° C. After disappearance of the hydrazide had been confirmed, the temperature was lowered to -60° C. The mixture was neutralized with 0.17 g. of N-methylmorpholine to ... Reactants: O=C(Cl)c1ccc2cc(Br)ccc2c1, Nc1nc2c(N)cccc2s1. Yields the product Nc1nc2c(NC(=O)c3ccc4cc(Br)ccc4c3)cccc2s1. Reaction SMILES: [Br:1][c:2]1[cH:3][c:4]2[cH:5][cH:6][c:7]([C:12](=[O:13])[Cl:14])[cH:8][c:9]2[cH:10][cH:11]1.[s:15]1[c:16]([NH2:25])[n:17][c:18]2[c:19]1[cH:20][cH:21][cH:22][c:23]2[NH2:24]>>[Br:1][c:2]1[cH:3][c:4]2[cH:5][cH:6][c:7]([C:12](=[O:13])[NH:24][c:23]3[c:18]4[n:17][c:16]([NH2:25])[s:15][c:19]4[cH:20][cH:21][cH:22]3)[cH:8][c:9]2[cH:10][cH:11]1.